From a dataset of the Open Reaction Database (ORD), a public repository of structured organic reaction records. describe an organic reaction: reactants, conditions, products, and yield Starting materials: C1(=CC=CC2=CC=CC=C12)NC1=CC=CC=C1 (α-naphthyl-phenylamine), CN=C=O (methyl isocyanate). The reagents and catalysts are P(=O)(OCCCC)(OCCCC)[O-] (di-n-butyl phosphate). Solvent: C1(=CC=CC=C1)C (toluene). Reaction conditions: temperature 100 celsius. Yields the product CNC(=O)N(C1=CC=CC2=CC=CC=C12)C1=CC=CC=C1 (N-methyl-N'-phenyl-N'-α-naphthyl-urea). Isolated yield 80.0%. RXN SMILES: [C:1]1([NH:11][C:12]2[CH:17]=[CH:16][CH:15]=[CH:14][CH:13]=2)[C:10]2[C:5](=[CH:6][CH:7]=[CH:8][CH:9]=2)[CH:4]=[CH:3][CH:2]=1.[CH3:18][N:19]=[C:20]=[O:21]>C1(C)C=CC=CC=1.P([O-])(OCCCC)(OCCCC)=O>[CH3:18][NH:19][C:20]([N:11]([C:12]1[CH:17]=[CH:16][CH:15]=[CH:14][CH:13]=1)[C:1]1[C:10]2[C:5](=[CH:6][CH:7]=[CH:8][CH:9]=2)[CH:4]=[CH:3][CH:2]=1)=[O:21]. Procedure: 0.5 mole of α-naphthyl-phenylamine was taken together with 0.53 mole of methyl isocyanate and 0.6 g of di-n-butyl phosphate in 150 ml of toluene. The mixture was warmed at 100° C. for 24 hours, with stirring, and then cooled to 10° C. After the product had been filtered off, washed with 150 ml of cold toluene and dried, 0.4 mole of N-methyl-N'-phenyl-N'-α-naphthyl-urea was obtained. Melting point: 146° C./yield: 80% of theory, The product is N1C=NC2=C1C=CC(=C2)N2C(CC(C2C2=CC=C(C=C2)N2CCC(CC2)O)=O)=O (1-(1H-Benzo[d]imidazol-5-yl)-5-(4-(4-hydroxypiperidin-1-yl)phenyl)-pyrrolidine-2,4-dione). Reaction SMILES: [NH:1]1[C:5]2[CH:6]=[CH:7][C:8]([NH2:10])=[CH:9][C:4]=2[N:3]=[CH:2]1.[OH:11][CH:12]1[CH2:17][CH2:16][N:15]([C:18]2[CH:25]=[CH:24][C:21]([CH:22]=O)=[CH:20][CH:19]=2)[CH2:14][CH2:13]1.[C:26](OC(C)(C)C)(=[O:31])[CH2:27][C:28]([O-])=[O:29].C(=O)(OC)OC(C)(C)C[N+]#[C-].CC(C)([O-])C.[Na+]>>[NH:1]1[C:5]2[CH:6]=[CH:7][C:8]([N:10]3[CH:22]([C:21]4[CH:24]=[CH:25][C:18]([N:15]5[CH2:16][CH2:17][CH:12]([OH:11])[CH2:13][CH2:14]5)=[CH:19][CH:20]=4)[C:28](=[O:29])[CH2:27][C:26]3=[O:31])=[CH:9][C:4]=2[N:3]=[CH:2]1 |f:4.5|. The reactants are N1C=NC2=C1C=CC(=C2)N (1H-benzo[d]imidazol-5-amine), C(OC(C[N+]#[C-])(C)C)(OC)=O (1-isocyano-2-methylpropan-2-yl methyl carbonate), CC(C)([O-])C.[Na+] (sodium tert.-butoxide), OC1CCN(CC1)C1=CC=C(C=O)C=C1 (4-(4-hydroxypiperidin-1-yl)benzaldehyde), C(CC(=O)[O-])(=O)OC(C)(C)C (mono-tert-butyl malonate). Reported procedure: The compound was synthesized starting from 1H-benzo[d]imidazol-5-amine (0.970 g, 7.3 mmol), 4-(4-hydroxypiperidin-1-yl)benzaldehyde (1.5 g, 7.3 mmol), mono-tert-butyl malonate (1.17 g, 7.3 mmol), 1-isocyano-2-methylpropan-2-yl methyl carbonate (1.15 g, 7.3 mmol) and sodium tert.-butoxide (1.5 g, 14.6 mmol) according to method 5. Starting materials: O=C([O-])[O-], CNC1CCOCC1, CN1CCCC1=O, Clc1cc(Cl)nc(N2CCOCC2)n1, [Cs+], [Cs+]. Yields the product CN(c1cc(Cl)nc(N2CCOCC2)n1)C1CCOCC1. As a reaction SMILES: [C:9](=[O:10])([O-:11])[O-:12].[CH3:1][NH:2][CH:3]1[CH2:4][CH2:5][O:6][CH2:7][CH2:8]1.[CH3:29][N:30]1[CH2:31][CH2:32][CH2:33][C:34]1=[O:35].[Cl:15][c:16]1[n:17][c:18]([N:23]2[CH2:24][CH2:25][O:26][CH2:27][CH2:28]2)[n:19][c:20]([Cl:22])[cH:21]1.[Cs+:13].[Cs+:14]>>[CH3:1][N:2]([CH:3]1[CH2:4][CH2:5][O:6][CH2:7][CH2:8]1)[c:16]1[n:17][c:18]([N:23]2[CH2:24][CH2:25][O:26][CH2:27][CH2:28]2)[n:19][c:20]([Cl:22])[cH:21]1. Reactants: [N-]=[N+]=[N-].[Na+] (Sodium azide), C(CCCCCCCC)OC=1C=C(CCl)C=C(C1)OCCCCCCCCC (3,5-dinonoxybenzylchloride). Solvent: CN(C)C=O (DMF). Yields the product C(CCCCCCCCCCC)OC=1C=C(CN=[N+]=[N-])C=C(C1)OCCCCCCCCCCCC (3,5-didodecoxybenzyl Azide). The yield is 80.0%. As a reaction SMILES: [N-:1]=[N+:2]=[N-:3].[Na+].[CH2:5]([O:14][C:15]1[CH:16]=[C:17]([CH:20]=[C:21]([O:23][CH2:24][CH2:25][CH2:26][CH2:27][CH2:28][CH2:29][CH2:30][CH2:31][CH3:32])[CH:22]=1)[CH2:18]Cl)[CH2:6][CH2:7][CH2:8][CH2:9][CH2:10][CH2:11][CH2:12][CH3:13]>CN(C=O)C>[CH2:5]([O:14][C:15]1[CH:16]=[C:17]([CH:20]=[C:21]([O:23][CH2:24][CH2:25][CH2:26][CH2:27][CH2:28][CH2:29][CH2:30][CH2:31][CH2:32][CH2:8][CH2:9][CH3:10])[CH:22]=1)[CH2:18][N:1]=[N+:2]=[N-:3])[CH2:6][CH2:7][CH2:8][CH2:9][CH2:10][CH2:11][CH2:12][CH2:13][CH2:5][CH2:6][CH3:7] |f:0.1|. Procedure details: Sodium azide (3.25 g, 50.0 mmol) and DMF (25 mL) were introduced into a 1 L RBF containing 3,5-dinonoxybenzylchloride (10.0 g, 25.0 mmol) and a stir bar. The reaction mixture was then capped with a septum and an out-vent needle. The mixture was heated until warm to the touch, allowed too cool to room temperature, then heated again, (repeated 4 times). The mixture was then washed in a separatory funnel with 500 mL distilled water and ether (4 times with 100 mL). The combined ether layers were was...